This data is from the Open Reaction Database (ORD), a public repository of structured organic reaction records. The task is: describe an organic reaction: reactants, conditions, products, and yield Reactants: Clc1cc(Cl)nc(Cl)c1, Oc1c(F)cccc1F, [H-], [Na+], CN(C)C=O. The product is Fc1cccc(F)c1Oc1cc(Cl)nc(Cl)c1. RXN SMILES: [Cl:12][c:13]1[n:14][c:15]([Cl:20])[cH:16][c:17]([Cl:19])[cH:18]1.[F:1][c:2]1[c:3]([OH:9])[c:4]([F:8])[cH:5][cH:6][cH:7]1.[H-:10].[Na+:11].[O:21]=[CH:22][N:23]([CH3:24])[CH3:25]>>[F:1][c:2]1[c:3]([O:9][c:17]2[cH:16][c:15]([Cl:20])[n:14][c:13]([Cl:12])[cH:18]2)[c:4]([F:8])[cH:5][cH:6][cH:7]1.